describe an organic reaction: reactants, conditions, products, and yield From a dataset of the Open Reaction Database (ORD), a public repository of structured organic reaction records. The reactants are ClC=1N=C(C=2N=CN([C@H]3[C@H](O)[C@H](O)[C@@H](CO)O3)C2N1)N (2-chloroadenosine), O1CCC(CC1)CCN (2-(tetrahydropyran-4-yl)ethylamine). Run at time 6 hour. The product is hydrochloride salt, O1CCC(CC1)CCNC=1N=C(C=2N=CN([C@H]3[C@H](O)[C@H](O)[C@@H](CO)O3)C2N1)N (2-[2-(tetrahydropyran-4-yl)ethyl-amino]adenosine). RXN SMILES: Cl[C:2]1[N:3]=[C:4]([NH2:20])[C:5]2[N:6]=[CH:7][N:8]([C:18]=2[N:19]=1)[C@@H:9]1[O:17][C@H:14]([CH2:15][OH:16])[C@@H:12]([OH:13])[C@H:10]1[OH:11].[O:21]1[CH2:26][CH2:25][CH:24]([CH2:27][CH2:28][NH2:29])[CH2:23][CH2:22]1>>[O:21]1[CH2:26][CH2:25][CH:24]([CH2:27][CH2:28][NH:29][C:2]2[N:3]=[C:4]([NH2:20])[C:5]3[N:6]=[CH:7][N:8]([C:18]=3[N:19]=2)[C@@H:9]2[O:17][C@H:14]([CH2:15][OH:16])[C@@H:12]([OH:13])[C@H:10]2[OH:11])[CH2:23][CH2:22]1. Procedure details: A mixture of 2-chloroadenosine (0.3 g) and 2-(tetrahydropyran-4-yl)ethylamine (1.15 g) is stirred under nitrogen at 140° for 6 hours. The mixture is concentrated to dryness at reduced pressure, the residue is dissolved in ethanol, the solution is treated with propylene oxide (2 ml) and stirred overnight. It is concentrated to dryness and chromatographed through a 25×180 mm column of silica gel, with methylene chloride and ammonia-saturated methanol (9:1) as eluent. The fractions containing the d... The reactants are NC1=NC=NN2C1=C(C=C2C=O)C2=CC(=C(C=C2)NC(=O)NC2=C(C=CC(=C2)C(F)(F)F)F)F (1-[4-(4-amino-7-formylpyrrolo[2,1-f][1,2,4]triazin-5-yl) -2-fluorophenyl]-3-[2-fluoro-5-(trifluoromethyl)phenyl]urea), C(=C)[Mg]Br (vinyl magnesium bromide). Solvent: C1CCOC1 (THF). Run at time 1 hour. Product: NC1=NC=NN2C1=C(C=C2C(C=C)O)C2=CC(=C(C=C2)NC(=O)NC2=C(C=CC(=C2)C(F)(F)F)F)F (N-{4-[4-amino-7-(1-hydroxyprop-2-en-1-yl)pyrrolo[2,1-f][1,2,4]triazin-5-yl]-2-fluorophenyl}-N′-[2-fluoro-5-(trifluoromethyl)phenyl]urea). Isolated yield 62.6%. As a reaction SMILES: [NH2:1][C:2]1[C:7]2=[C:8]([C:13]3[CH:18]=[CH:17][C:16]([NH:19][C:20]([NH:22][C:23]4[CH:28]=[C:27]([C:29]([F:32])([F:31])[F:30])[CH:26]=[CH:25][C:24]=4[F:33])=[O:21])=[C:15]([F:34])[CH:14]=3)[CH:9]=[C:10]([CH:11]=[O:12])[N:6]2[N:5]=[CH:4][N:3]=1.[CH:35]([Mg]Br)=[CH2:36]>C1COCC1>[NH2:1][C:2]1[C:7]2=[C:8]([C:13]3[CH:18]=[CH:17][C:16]([NH:19][C:20]([NH:22][C:23]4[CH:28]=[C:27]([C:29]([F:30])([F:31])[F:32])[CH:26]=[CH:25][C:24]=4[F:33])=[O:21])=[C:15]([F:34])[CH:14]=3)[CH:9]=[C:10]([CH:11]([OH:12])[CH:35]=[CH2:36])[N:6]2[N:5]=[CH:4][N:3]=1. Procedure details: To a stirred solution of 1-[4-(4-amino-7-formylpyrrolo[2,1-f][1,2,4]triazin-5-yl) -2-fluorophenyl]-3-[2-fluoro-5-(trifluoromethyl)phenyl]urea (450 mg, 0.95 mmol) dissolved in THF (10 mL), was added vinyl magnesium bromide (9.45 mL, 9.45 mmol, 1.0 M in THF) at rt. The reaction was allowed to stir for 1 hr and then quenched with MeOH (1 mL). The mixture was partitioned between EtOAc (250 mL) and saturated aq. Na2CO3 (100 mL). The organic phase was washed with brine (100 mL), dried (Na2SO4), and co... Starting materials: BrC=1C(N(C=C(N1)Br)C=1C=C(C(=O)OC)C=CC1C)=O (3-(3,5-dibromo-2-oxo-2H-pyrazin-1-yl)-4-methyl-benzoic acid, methyl ester), CN1CC(NCC1)C1=CC=CC=C1 (1-methyl-3-phenyl-piperazine), C(C)(C)N(C(C)C)CC (N,N-diisopropylethylamine), C1=CCC=CC1 (1,4-cyclohexadiene), C(C)(C)[Mg]Cl (iso-propylmagnesium chloride), C1(CC1)N (cyclopropylamine). The reagents and catalysts are [Pd] (palladium on carbon), [Pd] (palladium on carbon). Run in O1CCCC1 (tetrahydrofuran), O1CCCC1 (tetrahydrofuran), O1CCCC1 (tetrahydrofuran). Conditions: temperature 100 celsius, time 10 minute. The product is N-cyclopropyl-4-methyl-3-(4-methyl-3′-oxo-2-phenyl-3,4,5,6-tetrahydro-2H,3′-[1,2′]bipyrazinyl-4′-yl)-benzamide, BrC1=CN(C(C(=N1)N1C(CN(CC1)C)C1=CC=CC=C1)=O)C=1C=C(C(=O)NC2CC2)C=CC1C (3-(6′-Bromo-4-methyl-3′-oxo-2-phenyl-3,4,5,6-tetrahydro-2H,3′H-[1,2′]bipyrazinyl-4′-yl)-N-cyclopropyl-4-methyl-benzamide). RXN SMILES: Br[C:2]1[C:3](=[O:20])[N:4]([C:9]2[CH:10]=[C:11]([CH:16]=[CH:17][C:18]=2[CH3:19])[C:12]([O:14]C)=O)[CH:5]=[C:6]([Br:8])[N:7]=1.[CH3:21][N:22]1[CH2:27][CH2:26][NH:25][CH:24]([C:28]2[CH:33]=[CH:32][CH:31]=[CH:30][CH:29]=2)[CH2:23]1.C([N:37](CC)[CH:38]([CH3:40])[CH3:39])(C)C.C1CC=CCC=1.C1(N)CC1.C([Mg]Cl)(C)C>[Pd].O1CCCC1>[Br:8][C:6]1[N:7]=[C:2]([N:25]2[CH2:26][CH2:27][N:22]([CH3:21])[CH2:23][CH:24]2[C:28]2[CH:29]=[CH:30][CH:31]=[CH:32][CH:33]=2)[C:3](=[O:20])[N:4]([C:9]2[CH:10]=[C:11]([CH:16]=[CH:17][C:18]=2[CH3:19])[C:12]([NH:37][CH:38]2[CH2:40][CH2:39]2)=[O:14])[CH:5]=1. Reported procedure: A mixture of 3-(3,5-dibromo-2-oxo-2H-pyrazin-1-yl)-4-methyl-benzoic acid, methyl ester (Example 1b, 115 mg), 1-methyl-3-phenyl-piperazine (77 mg), N,N-diisopropylethylamine (0.1 mL) and tetrahydrofuran (1 mL) was heated within a microwave for 30 minutes at 100° C. before being cooled to room temperature. The mixture was transferred to a mixture of palladium on carbon (10%, 50 mg) and tetrahydrofuran (1 mL) and 1,4-cyclohexadiene (1 mL) was added. The mixture was heated under atmosphere of nitrog... Starting materials: BrC1=CC2=C(N=C(N=C2CN2CCS(CC2)(=O)=O)C)S1 (6-bromo-4-[(1,1-dioxidothiomorpholin-4-yl)methyl]-2-methylthieno[2,3-d]pyrimidine), CC1(OB(OC1(C)C)C1=CCC2(CC2)CC1)C (4,4,5,5-tetramethyl-2-(spiro[2.5]octa-5-en-6-yl)-1,3,2-dioxaborolane), C1(CCCCC1)P(C1=C(C=CC=C1)C1=C(C=C(C=C1C(C)C)C(C)C)C(C)C)C1CCCCC1 (dicyclohexyl (2′,4′,6′-triisopropylbiphenyl-2-yl)phosphine), [O-]P(=O)([O-])[O-].[K+].[K+].[K+] (K3PO4). Reagents/catalysts: C=1C=CC(=CC1)/C=C/C(=O)/C=C/C2=CC=CC=C2.C=1C=CC(=CC1)/C=C/C(=O)/C=C/C2=CC=CC=C2.C=1C=CC(=CC1)/C=C/C(=O)/C=C/C2=CC=CC=C2.[Pd].[Pd] (Pd2dba3). Solvent: O (water), O1CCOCC1 (dioxane), O (water). Reaction conditions: temperature 100 celsius, time 8 hour. Yields the product O=S1(CCN(CC1)CC=1C2=C(N=C(N1)C)SC(=C2)C2=CCC1(CC1)CC2)=O (4-[(1,1-dioxidothiomorpholin-4-yl)methyl]-2-methyl-6-(spiro[2.5]octa-5-en-6-yl)thieno[2,3-d]pyrimidine). Isolated yield 77.9%. As a reaction SMILES: Br[C:2]1[S:20][C:5]2[N:6]=[C:7]([CH3:19])[N:8]=[C:9]([CH2:10][N:11]3[CH2:16][CH2:15][S:14](=[O:18])(=[O:17])[CH2:13][CH2:12]3)[C:4]=2[CH:3]=1.CC1(C)C(C)(C)OB([C:29]2[CH2:36][CH2:35][C:32]3([CH2:34][CH2:33]3)[CH2:31][CH:30]=2)O1.C1(P(C2CCCCC2)C2C=CC=CC=2C2C(C(C)C)=CC(C(C)C)=CC=2C(C)C)CCCCC1.[O-]P([O-])([O-])=O.[K+].[K+].[K+]>C1C=CC(/C=C/C(/C=C/C2C=CC=CC=2)=O)=CC=1.C1C=CC(/C=C/C(/C=C/C2C=CC=CC=2)=O)=CC=1.C1C=CC(/C=C/C(/C=C/C2C=CC=CC=2)=O)=CC=1.[Pd].[Pd].O.O1CCOCC1>[O:17]=[S:14]1(=[O:18])[CH2:15][CH2:16][N:11]([CH2:10][C:9]2[C:4]3[CH:3]=[C:2]([C:29]4[CH2:36][CH2:35][C:32]5([CH2:34][CH2:33]5)[CH2:31][CH:30]=4)[S:20][C:5]=3[N:6]=[C:7]([CH3:19])[N:8]=2)[CH2:12][CH2:13]1 |f:3.4.5.6,7.8.9.10.11|. Procedure details: To a mixture of 6-bromo-4-[(1,1-dioxidothiomorpholin-4-yl)methyl]-2-methylthieno[2,3-d]pyrimidine (200 mg), 4,4,5,5-tetramethyl-2-(spiro[2.5]octa-5-en-6-yl)-1,3,2-dioxaborolane (185 mg), and dioxane (4 mL) were added Pd2dba3 (25 mg), dicyclohexyl (2′,4′,6′-triisopropylbiphenyl-2-yl)phosphine (50 mg), K3PO4 (340 mg), and water (200 μL), followed by heating and stirring at 100° C. overnight. The reaction mixture was cooled to room temperature, and water was added thereto, followed by extraction wi... The reactants are CC1=CC=CC=2C(C3=C(C=CC21)C=CC=C3)=O (1-Methyl-5H-dibenzo[a,d]cyclohepten-5-one), O1CCOCC1 (dioxane), [BH4-].[Na+] (sodium borohydride). The solvent is O (water). Conditions: time 4 hour. Product: OC1C2=C(C=CC3=C1C=CC=C3C)C=CC=C2 (5-hydroxy-1-methyl-5H-dibenzo[a,d]cycloheptene). As a reaction SMILES: [CH3:1][C:2]1[C:12]2[CH:11]=[CH:10][C:9]3[CH:13]=[CH:14][CH:15]=[CH:16][C:8]=3[C:7](=[O:17])[C:6]=2[CH:5]=[CH:4][CH:3]=1.O1CCOCC1.[BH4-].[Na+]>O>[OH:17][CH:7]1[C:6]2[CH:5]=[CH:4][CH:3]=[C:2]([CH3:1])[C:12]=2[CH:11]=[CH:10][C:9]2[CH:13]=[CH:14][CH:15]=[CH:16][C:8]1=2 |f:2.3|. Reported procedure: 26 g. of 1-Methyl-5H-dibenzo[a,d]cyclohepten-5-one are dissolved in 200 ml. of dioxane, a solution of 9 g. of sodium borohydride in 35 ml. of water is added thereto and the mixture is stirred at room temperature for 4 hours. The mixture is subsequently evaporated under reduced pressure. The residue is shaken with ether and water. The ethereal phase is washed with water, dried over sodium sulfate, filtered and evaporated. The 5-hydroxy-1-methyl-5H-dibenzo[a,d]cycloheptene obtained is recrystalliz... The reactants are O=Cc1ccc(Br)cc1, FC(F)(F)CCCBr, C1CCOC1, [Mg]. The product is OC(CCCC(F)(F)F)c1ccc(Br)cc1. As a reaction SMILES: [Br:10][c:11]1[cH:12][cH:13][c:14]([CH:15]=[O:16])[cH:17][cH:18]1.[Br:2][CH2:3][CH2:4][CH2:5][C:6]([F:7])([F:8])[F:9].[CH2:19]1[O:20][CH2:21][CH2:22][CH2:23]1.[Mg:1]>>[CH2:3]([CH2:4][CH2:5][C:6]([F:7])([F:8])[F:9])[CH:15]([c:14]1[cH:13][cH:12][c:11]([Br:10])[cH:18][cH:17]1)[OH:16]. Starting materials: ClC=1C=C2C=3C=CC=CC3C=CC2=C2C=CC=CC12 (6-Chlorochrysene), C1=CC=CC=2C3=CC(=C4C=CC=CC4=C3C=CC12)C=O (6-Chrysenecarbaldehyde), SiO2. Solvent: CCOC(=O)C (EtOAc). Product: ClC1=CC2=C3C=CC=CC3=C(C=C2C=2C=CC=CC12)C=O (12-Chloro-6-chrysenecarbaldehyde). RXN SMILES: [Cl:1][C:2]1[CH:3]=[C:4]2[C:13](=[C:14]3[C:19]=1[CH:18]=[CH:17][CH:16]=[CH:15]3)[CH:12]=[CH:11][C:10]1[CH:9]=[CH:8][CH:7]=[CH:6][C:5]2=1.C1C2C=CC3C(=CC([CH:38]=[O:39])=C4C=3C=CC=C4)C=2C=CC=1>CCOC(C)=O>[Cl:1][C:2]1[C:19]2[CH:18]=[CH:17][CH:16]=[CH:15][C:14]=2[C:13]2[C:4](=[C:5]3[C:10](=[C:11]([CH:38]=[O:39])[CH:12]=2)[CH:9]=[CH:8][CH:7]=[CH:6]3)[CH:3]=1. Procedure details: 6-Chlorochrysene (Cambridge Chemical, Inc., 70 g, 0.266 mol) was formylated according to the procedure outlined in 1A, except that Ch2Cl2 (2.5 L) was used as the reaction solvent. Chromatography on a plug of SiO2 (1 kg) using EtOAc as the eluting solvent afforded after removal of solvent and drying 19.1 g (25%) of 12-chloro-6-chrysenecarbaldehyde mp 255°-257°, (EtOAc).